This data is from the Open Reaction Database (ORD), a public repository of structured organic reaction records. The task is: describe an organic reaction: reactants, conditions, products, and yield Starting materials: B, Cc1cc(C)n2nc(C=O)nc2n1, CNC, CO, CCc1cc(CCC2(C3CCCC3)CC(=O)CC(=O)O2)cc(F)c1O. Yields the product CCc1cc(CCC2(C3CCCC3)CC(O)=C(Cc3nc4nc(C)cc(C)n4n3)C(=O)O2)cc(F)c1O. RXN SMILES: [BH3:42].[CH3:1][c:2]1[n:3][c:4]2[n:5]([c:6]([CH3:8])[cH:7]1)[n:9][c:10]([CH:12]=[O:13])[n:11]2.[CH3:39][NH:40][CH3:41].[CH3:43][OH:44].[CH:14]1([C:19]2([CH2:27][CH2:28][c:29]3[cH:30][c:31]([CH2:37][CH3:38])[c:32]([OH:36])[c:33]([F:35])[cH:34]3)[CH2:20][C:21](=[O:26])[CH2:22][C:23](=[O:25])[O:24]2)[CH2:15][CH2:16][CH2:17][CH2:18]1>>[CH3:1][c:2]1[n:3][c:4]2[n:5]([c:6]([CH3:8])[cH:7]1)[n:9][c:10]([CH2:12][C:22]1=[C:21]([OH:26])[CH2:20][C:19]([CH:14]3[CH2:15][CH2:16][CH2:17][CH2:18]3)([CH2:27][CH2:28][c:29]3[cH:30][c:31]([CH2:37][CH3:38])[c:32]([OH:36])[c:33]([F:35])[cH:34]3)[O:24][C:23]1=[O:25])[n:11]2. Reactants: CC(C)(C)[O-], Cc1ccccc1, OC1CCN(c2cc(Cl)nc(-c3ccccc3)c2)CC1, [K+], CC(=O)c1ccc(N)cc1, O, c1ccc(P(c2ccccc2)c2ccc3ccccc3c2-c2c(P(c3ccccc3)c3ccccc3)ccc3ccccc23)cc1. The product is CC(=O)c1ccc(Nc2cc(N3CCC(O)CC3)cc(-c3ccccc3)n2)cc1. As a reaction SMILES: [CH3:21][C:22]([CH3:23])([O-:24])[CH3:25].[CH3:83][c:84]1[cH:85][cH:86][cH:87][cH:88][cH:89]1.[Cl:1][c:2]1[n:3][c:4](-[c:15]2[cH:16][cH:17][cH:18][cH:19][cH:20]2)[cH:5][c:6]([N:8]2[CH2:9][CH2:10][CH:11]([OH:14])[CH2:12][CH2:13]2)[cH:7]1.[K+:26].[NH2:73][c:74]1[cH:75][cH:76][c:77]([C:80]([CH3:81])=[O:82])[cH:78][cH:79]1.[OH2:90].[cH:27]1[cH:28][cH:29][c:30]([P:31]([c:32]2[cH:33][cH:34][c:35]3[c:36]([cH:37][cH:38][cH:39][cH:40]3)[c:41]2-[c:42]2[c:43]3[c:44]([cH:45][cH:46][cH:47][cH:48]3)[cH:49][cH:50][c:51]2[P:52]([c:53]2[cH:54][cH:55][cH:56][cH:57][cH:58]2)[c:59]2[cH:60][cH:61][cH:62][cH:63][cH:64]2)[c:65]2[cH:66][cH:67][cH:68][cH:69][cH:70]2)[cH:71][cH:72]1>>[c:2]1([NH:73][c:74]2[cH:75][cH:76][c:77]([C:80]([CH3:81])=[O:82])[cH:78][cH:79]2)[n:3][c:4](-[c:15]2[cH:16][cH:17][cH:18][cH:19][cH:20]2)[cH:5][c:6]([N:8]2[CH2:9][CH2:10][CH:11]([OH:14])[CH2:12][CH2:13]2)[cH:7]1. Starting materials: O=C([O-])[O-], CN(C)C=O, Cc1nc(N2CCc3ccc(F)cc3CC2)c([N+](=O)[O-])c(=O)[nH]1, CCI, [K+], [K+]. The product is CCn1c(C)nc(N2CCc3ccc(F)cc3CC2)c([N+](=O)[O-])c1=O. RXN SMILES: [C:27](=[O:28])([O-:29])[O-:30].[CH3:33][N:34]([CH3:35])[CH:36]=[O:37].[F:1][c:2]1[cH:3][c:4]2[c:5]([cH:22][cH:23]1)[CH2:6][CH2:7][N:8]([c:11]1[c:12]([N+:19](=[O:20])[O-:21])[c:13](=[O:18])[nH:14][c:15]([CH3:17])[n:16]1)[CH2:9][CH2:10]2.[I:24][CH2:25][CH3:26].[K+:31].[K+:32]>>[F:1][c:2]1[cH:3][c:4]2[c:5]([cH:22][cH:23]1)[CH2:6][CH2:7][N:8]([c:11]1[c:12]([N+:19](=[O:20])[O-:21])[c:13](=[O:18])[n:14]([CH2:25][CH3:26])[c:15]([CH3:17])[n:16]1)[CH2:9][CH2:10]2.